From a dataset of the Open Reaction Database (ORD), a public repository of structured organic reaction records. describe an organic reaction: reactants, conditions, products, and yield RXN SMILES: N[CH2:2][CH2:3][CH2:4][CH2:5][N:6]1[C:18]2[C:17]3[CH:16]=[CH:15][CH:14]=[CH:13][C:12]=3[N:11]=[C:10]([NH2:19])[C:9]=2[N:8]=[C:7]1[CH2:20][CH2:21][CH2:22][O:23][C:24]1[CH:29]=[CH:28][CH:27]=[CH:26][CH:25]=1.[N:30]1([C:36](Cl)=[O:37])[CH2:35][CH2:34][O:33][CH2:32][CH2:31]1.[N:39]1C=CC=CC=1>>[NH2:19][C:10]1[C:9]2[N:8]=[C:7]([CH2:20][CH2:21][CH2:22][O:23][C:24]3[CH:25]=[CH:26][CH:27]=[CH:28][CH:29]=3)[N:6]([CH2:5][CH2:4][CH2:3][CH2:2][CH:31]3[CH2:32][O:33][CH2:34][CH2:35][N:30]3[C:36]([NH2:39])=[O:37])[C:18]=2[C:17]2[CH:16]=[CH:15][CH:14]=[CH:13][C:12]=2[N:11]=1. Yields the product NC1=NC=2C=CC=CC2C2=C1N=C(N2CCCCC2N(CCOC2)C(=O)N)CCCOC2=CC=CC=C2 (4-[4-amino-2-(3-phenoxypropyl)-1H-imidazo[4,5-c]quinolin-1-yl]butyl morpholine-4-carboxamide). Reported procedure: Using the general method of Example 143 except that pyridine was used in place of chloroform, 1-(4-aminobutyl)-2-(3-phenoxypropyl)-1H-imidazo[4,5-c]quinolin-4-amine (1.25 g, 3.2 mmol) was reacted with 4-morpholinecarbonyl chloride (0.41 mL, 3.5 mmol) to provide 0.50 g of N-(4-[4-amino-2-(3-phenoxypropyl)-1H-imidazo[4,5-c]quinolin-1-yl]butyl morpholine-4-carboxamide as a light brown solid, m.p. 71.5-72.1° C. Analysis: Calculated for C28H34N6O3. 0.5H2O: %C, 65.73; %H, 6.90; %N, 16.43; Found; %C, 6... The reactants are NCCCCN1C(=NC=2C(=NC=3C=CC=CC3C21)N)CCCOC2=CC=CC=C2 (1-(4-aminobutyl)-2-(3-phenoxypropyl)-1H-imidazo[4,5-c]quinolin-4-amine), N1(CCOCC1)C(=O)Cl (4-morpholinecarbonyl chloride), N1=CC=CC=C1 (pyridine). Starting materials: C(C)OC(=O)C1=CC(=NN1C)C (1,3-dimethylpyrazole-5-carboxylic acid ethyl ester), Cl (Hydrochloric acid), N (ammonia), NC=1C=C(C=CC1)C1N=C2SCCN2C1 (6-(m-aminophenyl)-2,3,5,6-tetrahydroimidazo[2,1-b]thiazole), C[Al](C)C (trimethylaluminium). Run in ClCCl (dichloromethane), ClCCl (dichloromethane). Yields the product CN1N=C(C=C1C(=O)NC=1C=C(C=CC1)C1N=C2SCCN2C1)C (6-[m-(1,3-Dimethylpyrazole-5-carboxamido)phenyl]-2,3,5,6-tetrahydroimidazo[2,1-b]thiazole). Yield: 34.1%. As a reaction SMILES: [NH2:1][C:2]1[CH:3]=[C:4]([CH:8]2[CH2:15][N:14]3[C:10]([S:11][CH2:12][CH2:13]3)=[N:9]2)[CH:5]=[CH:6][CH:7]=1.C[Al](C)C.C([O:22][C:23]([C:25]1[N:29]([CH3:30])[N:28]=[C:27]([CH3:31])[CH:26]=1)=O)C.Cl.N>ClCCl>[CH3:30][N:29]1[C:25]([C:23]([NH:1][C:2]2[CH:3]=[C:4]([CH:8]3[CH2:15][N:14]4[C:10]([S:11][CH2:12][CH2:13]4)=[N:9]3)[CH:5]=[CH:6][CH:7]=2)=[O:22])=[CH:26][C:27]([CH3:31])=[N:28]1. Reported procedure: To 6-(m-aminophenyl)-2,3,5,6-tetrahydroimidazo[2,1-b]thiazole (2.4 g, 11 mmol) in dry dichloromethane (30 ml) under nitrogen was added trimethylaluminium (4.8 ml; 25% in hexane). After 20 mins at room temperature 1,3-dimethylpyrazole-5-carboxylic acid ethyl ester (1.8 g, 11 mmol) in dry dichloromethane (1 ml) was added and the mixture heated under reflux for 24 hours. Hydrochloric acid (20 ml; 2 N aqueous) was added slowly, the resulting mixture basified with aqueous ammonia solution (5 N; 100 m... Reactants: CCOc1cc(S(=O)(=O)N2CCCC2)ccc1C1=NC(C)(c2ccc(Cl)cc2)C(C)(c2ccc(Cl)cc2)N1C(=O)Cl, Cl, Cl, CC(=O)NCCN1CCNCC1. Product: CCOc1cc(S(=O)(=O)N2CCCC2)ccc1C1=NC(C)(c2ccc(Cl)cc2)C(C)(c2ccc(Cl)cc2)N1C(=O)N1CCN(CCNC(C)=O)CC1. As a reaction SMILES: [Cl:1][c:2]1[cH:3][cH:4][c:5]([C:8]2([CH3:41])[N:9]=[C:10]([c:24]3[c:25]([O:38][CH2:39][CH3:40])[cH:26][c:27]([S:30](=[O:31])(=[O:32])[N:33]4[CH2:34][CH2:35][CH2:36][CH2:37]4)[cH:28][cH:29]3)[N:11]([C:21](=[O:22])[Cl:23])[C:12]2([CH3:13])[c:14]2[cH:15][cH:16][c:17]([Cl:20])[cH:18][cH:19]2)[cH:6][cH:7]1.[ClH:42].[ClH:43].[N:44]1([CH2:50][CH2:51][NH:52][C:53]([CH3:54])=[O:55])[CH2:45][CH2:46][NH:47][CH2:48][CH2:49]1>>[Cl:1][c:2]1[cH:3][cH:4][c:5]([C:8]2([CH3:41])[N:9]=[C:10]([c:24]3[c:25]([O:38][CH2:39][CH3:40])[cH:26][c:27]([S:30](=[O:31])(=[O:32])[N:33]4[CH2:34][CH2:35][CH2:36][CH2:37]4)[cH:28][cH:29]3)[N:11]([C:21](=[O:22])[N:47]3[CH2:46][CH2:45][N:44]([CH2:50][CH2:51][NH:52][C:53]([CH3:54])=[O:55])[CH2:49][CH2:48]3)[C:12]2([CH3:13])[c:14]2[cH:15][cH:16][c:17]([Cl:20])[cH:18][cH:19]2)[cH:6][cH:7]1. The reactants are CC(=O)O, O=CCCl, Cl, O, OCc1ccc(C(F)(F)F)cc1O. The product is FC(F)(F)c1ccc2c(c1)OC(CCl)OC2. RXN SMILES: [C:20]([OH:21])(=[O:22])[CH3:23].[Cl:14][CH2:15][CH:16]=[O:17].[ClH:18].[OH2:19].[OH:1][CH2:2][c:3]1[c:4]([OH:13])[cH:5][c:6]([C:9]([F:10])([F:11])[F:12])[cH:7][cH:8]1>>[O:1]1[CH2:2][c:3]2[c:4]([cH:5][c:6]([C:9]([F:10])([F:11])[F:12])[cH:7][cH:8]2)[O:13][CH:16]1[CH2:15][Cl:14]. The reactants are C(CC)C=1C=2N(C=C(N1)C=1C=NC=CC1)C(=NN2)CC(=O)[O-].[Na+] (sodium 8-propyl-6-(3-pyridyl)-1,2,4-triazolo[4,3-a]pyrazin-3-ylacetate), C1(CCCCC1)C(C(=O)N)(C1=NN=C2N1C=C(N=C2CCC)C=2C=NC=CC2)[C@H](C)[C@@H]2C[C@@H](C(O2)=O)C(C)C (2-cyclohexyl-1-(S)-[(3R,5S)-2,3,4,5-tetrahydro-3-isopropyl-2-oxofur-5-yl]ethyl-2-[8-propyl-6-(3-pyridyl)-1,2,4-triazolo[4,3-a]pyrazin-3-yl]acetamide), C=1C=CC2=C(C1)N=NN2O (HOBT), CCN=C=NCCCN(C)C (EDAC). The solvent is O (water), CN(C)C=O (DMF). Conditions: time 8 hour. The product is C1(CCCCC1)C[C@@H]([C@H](C[C@H](C(=O)NC)C)O)NC(CC1=NN=C2N1C=C(N=C2CCC)C=2C=NC=CC2)=O ((2R,4S,5S)-6-cyclohexyl-4-hydroxy-N,2-dimethyl-5-[8-propyl-6-(3-pyridyl)-1,2,4-triazolo[4,3-a]pyrazin-3-yl]acetamidohexanamide). As a reaction SMILES: [CH2:1]([C:4]1[C:5]2[N:6]([C:16]([CH2:19][C:20]([O-:22])=O)=[N:17][N:18]=2)[CH:7]=[C:8]([C:10]2[CH:11]=[N:12][CH:13]=[CH:14][CH:15]=2)[N:9]=1)[CH2:2][CH3:3].[Na+].[CH:24]1([C:30]([C@@H:52]([C@H:54]2[O:58][C:57](=[O:59])[C@@H:56]([CH:60](C)C)[CH2:55]2)C)(C2N3C=C(C4C=NC=CC=4)N=C(CCC)C3=NN=2)C(N)=O)[CH2:29][CH2:28][CH2:27][CH2:26][CH2:25]1.C1C=CC2N(O)N=[N:69][C:67]=2C=1.CC[N:75]=C=NCCCN(C)C>O.CN(C=O)C>[CH:24]1([CH2:30][C@H:52]([NH:75][C:20](=[O:22])[CH2:19][C:16]2[N:6]3[CH:7]=[C:8]([C:10]4[CH:11]=[N:12][CH:13]=[CH:14][CH:15]=4)[N:9]=[C:4]([CH2:1][CH2:2][CH3:3])[C:5]3=[N:18][N:17]=2)[C@@H:54]([OH:58])[CH2:55][C@@H:56]([CH3:60])[C:57]([NH:69][CH3:67])=[O:59])[CH2:25][CH2:26][CH2:27][CH2:28][CH2:29]1 |f:0.1|. Procedure details: A solution of sodium 8-propyl-6-(3-pyridyl)-1,2,4-triazolo[4,3-a]pyrazin-3-ylacetate (81 mg) in water (1 ml) was added to a solution of (2R,4S,5S)-5-amino-6-cyclohexyl-4-hydroxy-N,2-dimethylhexanamide (A) (55 mg) in DMF (9 ml). HOBT (33.7 mg) and EDAC (96 mg) were added and the solution was left to stand overnight. The reaction mixture was worked up by a similar procedure to that described in Example 1, followed by flash chromatography eluting with methanol/dichloromethane (1:9 v/v) to give (2R,... The reactants are ClCC=1C=NC=C(C1)C1=CC(=C(C(=C1)OC)OC)OC (3-Chloromethyl-5-(3,4,5-trimethoxyphenyl)pyridine), N1CCNCC1 (piperazine). Product: COC=1C=C(C=C(C1OC)OC)C=1C=C(C=NC1)CN1CCN(CC1)CC=1C=NC=C(C1)C1=CC(=C(C(=C1)OC)OC)OC (N,N′-bis[[5-(3,4,5-Trimethoxyphenyl)pyridin-3-yl]methyl]piperazine). Reaction SMILES: Cl[CH2:2][C:3]1[CH:4]=[N:5][CH:6]=[C:7]([C:9]2[CH:14]=[C:13]([O:15][CH3:16])[C:12]([O:17][CH3:18])=[C:11]([O:19][CH3:20])[CH:10]=2)[CH:8]=1.[NH:21]1[CH2:26][CH2:25][NH:24][CH2:23][CH2:22]1>>[CH3:20][O:19][C:11]1[CH:10]=[C:9]([C:7]2[CH:8]=[C:3]([CH2:2][N:21]3[CH2:26][CH2:25][N:24]([CH2:2][C:3]4[CH:4]=[N:5][CH:6]=[C:7]([C:9]5[CH:14]=[C:13]([O:15][CH3:16])[C:12]([O:17][CH3:18])=[C:11]([O:19][CH3:20])[CH:10]=5)[CH:8]=4)[CH2:23][CH2:22]3)[CH:4]=[N:5][CH:6]=2)[CH:14]=[C:13]([O:15][CH3:16])[C:12]=1[O:17][CH3:18]. Procedure: 3-Chloromethyl-5-(3,4,5-trimethoxyphenyl)pyridine (70 mg) and piperazine (10 mg) were reacted in the same manner as in Example 1 to obtain the title compound as a free base.